Dataset: the Open Reaction Database (ORD), a public repository of structured organic reaction records. Task: describe an organic reaction: reactants, conditions, products, and yield Reactants: CC1=CC=C(O1)C=O (5-methylfuran-2-carbaldehyde), NCCN1C=C2N(C(N(C(C2=C1C1=CC=CC=C1)=O)C)=O)C (6-(2-Amino-ethyl)-1,3-dimethyl-5-phenyl-1,6-dihydro-pyrrolo[3,4-d]pyrimidine-2,4-dione), NCCN1C=C2N(C(N(C(C2=C1C1=CC=CC=C1)=O)C)=O)C (6-(2-Amino-ethyl)-1,3-dimethyl-5-phenyl-1,6-dihydro-pyrrolo[3,4-d]pyrimidine-2,4-dione), CC1=CC=C(O1)C=O (5-methylfuran-2-carbaldehyde). Solvent: CCO (EtOH). Reaction conditions: temperature 100 celsius, time 10 minute. Product: CN1C(N(C(C=2C1=C1N(C2C2=CC=CC=C2)CCNC1C=1OC(=CC1)C)=O)C)=O (1,3-Dimethyl-10-(5-methylfuran-2-yl)-5-phenyl-7,8,9,10-tetrahydropyrazino[1′,2′:1,2]pyrrolo[3,4-d]pyrimidine-2,4(1H,3H)-dione). As a reaction SMILES: [NH2:1][CH2:2][CH2:3][N:4]1[C:12]([C:13]2[CH:18]=[CH:17][CH:16]=[CH:15][CH:14]=2)=[C:11]2[C:6]([N:7]([CH3:22])[C:8](=[O:21])[N:9]([CH3:20])[C:10]2=[O:19])=[CH:5]1.[CH3:23][C:24]1[O:28][C:27]([CH:29]=O)=[CH:26][CH:25]=1>CCO>[CH3:22][N:7]1[C:6]2=[C:5]3[CH:29]([C:27]4[O:28][C:24]([CH3:23])=[CH:25][CH:26]=4)[NH:1][CH2:2][CH2:3][N:4]3[C:12]([C:13]3[CH:18]=[CH:17][CH:16]=[CH:15][CH:14]=3)=[C:11]2[C:10](=[O:19])[N:9]([CH3:20])[C:8]1=[O:21]. Procedure details: 6-(2-Amino-ethyl)-1,3-dimethyl-5-phenyl-1,6-dihydro-pyrrolo[3,4-d]pyrimidine-2,4-dione (Intermediate A) (519 mg, 1.740 mmol) in EtOH (3 mL) was treated with 5-methylfuran-2-carbaldehyde (commercial) (0.173 mL, 1.740 mmol) and heated at 100° C. for 30 min using microwave irradiation. A further portion of 5-methylfuran-2-carbaldehyde (0.173 mL, 1.740 mmol) was added and heating continued at 100° C. for 10 min. The solvent was removed under reduced pressure and purification by chromatography on sil... Starting materials: N(=O)[O-].[Na+] (NaNO2), NC1=CC(=C(C(=O)O)C=C1)Cl (4-amino-2-chlorobenzoic acid), NC(=O)N (Urea). The solvent is OS(=O)(=O)O (H2SO4). Reaction conditions: temperature 90 celsius, time 15 minute. The product is ClC1=C(C(=O)O)C=CC(=C1)O (2-chloro-4-hydroxybenzoic acid). As a reaction SMILES: N[C:2]1[CH:10]=[CH:9][C:5]([C:6]([OH:8])=[O:7])=[C:4]([Cl:11])[CH:3]=1.N([O-])=[O:13].[Na+].NC(N)=O>OS(O)(=O)=O>[Cl:11][C:4]1[CH:3]=[C:2]([OH:13])[CH:10]=[CH:9][C:5]=1[C:6]([OH:8])=[O:7] |f:1.2|. Reported procedure: 4-amino-2-chlorobenzoic acid (10 g, 58 mmol) was dissolved in H2SO4 (12 N, 120 mL) with heating. After cooling the solution in an ice-bath aqueous NaNO2 (2.5 M, 25 mL) was added dropwise such that the internal temperature remained at 5° C. Urea was added to the mixture for after stirring for 15 minutes to destroy excess NaNO2 (monitored by starch iodine test). CuSO4 (100-200 mg) was added and the mixture was heated to 90° C. until evolution of gas stopped. After cooling, the mixture was extracte... The reactants are BrC1=CC=C(C=C1)[N+](=O)[O-] (4-bromonitrobenzene), C(C=C)(=O)OCC (ethyl acrylate). Reagents/catalysts: [Pd] (Pd). Product: [N+](=O)([O-])C1=CC=C(C=CC(=O)OCC)C=C1 (ethyl 4-nitrocinnamate). Isolated yield 88.0%. RXN SMILES: Br[C:2]1[CH:7]=[CH:6][C:5]([N+:8]([O-:10])=[O:9])=[CH:4][CH:3]=1.[C:11]([O:15][CH2:16][CH3:17])(=[O:14])[CH:12]=[CH2:13]>[Pd]>[N+:8]([C:5]1[CH:6]=[CH:7][C:2]([CH:13]=[CH:12][C:11]([O:15][CH2:16][CH3:17])=[O:14])=[CH:3][CH:4]=1)([O-:10])=[O:9]. Reported procedure: The procedure described in Example 26 is repeated, but using 5.05 g (25 mmols) of 4-bromonitrobenzene and 2.99 ml (27.5 mmols) of ethyl acrylate. After a reaction time of 3 hours at 130° C., 4.86 g (22.0 mmols) of ethyl 4-nitrocinnamate are obtained, corresponding to a yield of 88% of theory (conversion figure 8800; Pd content 0.01 mol %).